This data is from the Open Reaction Database (ORD), a public repository of structured organic reaction records. The task is: describe an organic reaction: reactants, conditions, products, and yield Starting materials: BrC=1C=C2CCC(C2=CC1)O[Si](C)(C)C(C)(C)C ([(5-bromo-2,3-dihydro-1H-inden-1-yl)oxy](tert-butyl)dimethylsilane), COC(CCS(=O)[O-])=O.[Na+] (sodium 3-methoxy-3-oxopropane-1-sulfinate). Reagents/catalysts: [Cu]I (CuI). Conditions: temperature 110 celsius. The product is [Si](C)(C)(C(C)(C)C)OC1CCC2=CC(=CC=C12)S(=O)(=O)CCC(=O)OC (Methyl 3-[(1-{[tert-butyl(dimethyl)silyl]oxy}-2,3-dihydro-1H-inden-5-yl)sulfonyl]propanoate). Reaction SMILES: Br[C:2]1[CH:3]=[C:4]2[C:8](=[CH:9][CH:10]=1)[CH:7]([O:11][Si:12]([C:15]([CH3:18])([CH3:17])[CH3:16])([CH3:14])[CH3:13])[CH2:6][CH2:5]2.[CH3:19][O:20][C:21](=[O:27])[CH2:22][CH2:23][S:24]([O-:26])=[O:25].[Na+]>[Cu]I>[Si:12]([O:11][CH:7]1[C:8]2[C:4](=[CH:3][C:2]([S:24]([CH2:23][CH2:22][C:21]([O:20][CH3:19])=[O:27])(=[O:26])=[O:25])=[CH:10][CH:9]=2)[CH2:5][CH2:6]1)([C:15]([CH3:18])([CH3:17])[CH3:16])([CH3:14])[CH3:13] |f:1.2|. Procedure: [(5-bromo-2,3-dihydro-1H-inden-1-yl)oxy](tert-butyl)dimethylsilane (1.62 g, 4.95 mmol), sodium 3-methoxy-3-oxopropane-1-sulfinate (3.45 g, 19.8 mmol) and CuI (3.77 g, 19.8 mmol) were charged in a sealable microwave flask. The flask was closed and degassed twice, after which dry DMSO (10 mL) was added and the reaction mixture was degassed before being heated at 110° C. in an oil bath overnight. The reaction mixture was cooled and diluted with ethyl acetate (40 mL), filtered on a silica gel pad, a... The reactants are [N+](=O)([O-])[O-].[Na+] (sodium nitrate), C(C)(=O)NC=1C=C(C=CC1NC(C)=O)Cl (3,4-diacetamido-1-chlorobenzene), ice water. The solvent is S(O)(O)(=O)=O (sulfuric acid). Conditions: time 15 minute. The product is C(C)(=O)NC1=CC(=C(C=C1NC(C)=O)Cl)[N+](=O)[O-] (4,5-diacetamido-1-chloro-2-nitrobenzene). Yield: 63.0%. As a reaction SMILES: [C:1]([NH:4][C:5]1[CH:6]=[C:7]([Cl:15])[CH:8]=[CH:9][C:10]=1[NH:11][C:12](=[O:14])[CH3:13])(=[O:3])[CH3:2].[N+:16]([O-])([O-:18])=[O:17].[Na+]>S(=O)(=O)(O)O>[C:12]([NH:11][C:10]1[C:5]([NH:4][C:1](=[O:3])[CH3:2])=[CH:6][C:7]([Cl:15])=[C:8]([N+:16]([O-:18])=[O:17])[CH:9]=1)(=[O:14])[CH3:13] |f:1.2|. Procedure details: A solution of 5 g (22 mmol) of 3,4-diacetamido-1-chlorobenzene in 50 ml of concentrated sulfuric acid was cooled to 0° C., and 1.9 g (8.5 mmol) of sodium nitrate were added a little at a time, and the mixture was stirred at room temperature for 15 minutes. It was then poured into ice-water, and the crude product was filtered off with suction and washed with water. A yield of 63% of the product was obtained. Melting point 232° C. Reactants: CC(C)=O, CN(C)C(=O)N1CCc2ccc(S(N)(=O)=O)cc2CC1, O=C=NC1CCCCC1, Cl, [Na+], [OH-], O. Yields the product CN(C)C(=O)N1CCc2ccc(S(=O)(=O)NC(=O)NC3CCCCC3)cc2CC1. RXN SMILES: [CH3:34][C:35](=[O:36])[CH3:37].[CH3:3][N:4]([C:5](=[O:6])[N:7]1[CH2:8][CH2:9][c:10]2[c:11]([cH:14][cH:15][c:16]([S:18](=[O:19])(=[O:20])[NH2:21])[cH:17]2)[CH2:12][CH2:13]1)[CH3:22].[CH:23]1([N:29]=[C:30]=[O:31])[CH2:24][CH2:25][CH2:26][CH2:27][CH2:28]1.[ClH:32].[Na+:2].[OH-:1].[OH2:33]>>[CH3:3][N:4]([C:5](=[O:6])[N:7]1[CH2:8][CH2:9][c:10]2[c:11]([cH:14][cH:15][c:16]([S:18](=[O:19])(=[O:20])[NH:21][C:30]([NH:29][CH:23]3[CH2:24][CH2:25][CH2:26][CH2:27][CH2:28]3)=[O:31])[cH:17]2)[CH2:12][CH2:13]1)[CH3:22].